This data is from the Open Reaction Database (ORD), a public repository of structured organic reaction records. The task is: describe an organic reaction: reactants, conditions, products, and yield Reactants: N(CCO)CCO (diethanolamine), N(CCO)CCO (diethanolamine). The solvent is O (water). Product: OCCN1CCN(CC1)CCO (N,N′-bis (2-hydroxyethyl) piperazine). RXN SMILES: [NH:1]([CH2:5][CH2:6]O)[CH2:2][CH2:3][OH:4]>O>[OH:4][CH2:3][CH2:2][N:1]1[CH2:6][CH2:5][N:1]([CH2:2][CH2:3][OH:4])[CH2:6][CH2:5]1. Procedure: 170.8 g of diethanolamine (1.63 mol) is added, and after 6 hours of reaction, 30 g of water that contains 2.3 g of diethanolamine is recovered. The residual acid index is equal to 1.4 mg of KOH/g of product, and the content of N,N′-bis (2-hydroxyethyl) piperazine that is obtained by chromatographic analysis is 2.8%. 448 g of product that can be used directly as is or after dilution that is aimed at appreciably reducing viscosity so that it can be handled easily is recovered in fine. The reactants are O=C([O-])[O-], CC#N, O=[N+]([O-])c1cccc(S(=O)(=O)Cl)c1, N, [NH4+], [NH4+]. The product is NS(=O)(=O)c1cccc([N+](=O)[O-])c1. Reaction SMILES: [C:15](=[O:16])([O-:17])[O-:18].[CH3:21][C:22]#[N:23].[N+:1](=[O:2])([O-:3])[c:4]1[cH:5][c:6]([S:10](=[O:11])(=[O:12])[Cl:13])[cH:7][cH:8][cH:9]1.[NH3:14].[NH4+:19].[NH4+:20]>>[N+:1](=[O:2])([O-:3])[c:4]1[cH:5][c:6]([S:10](=[O:11])(=[O:12])[NH2:14])[cH:7][cH:8][cH:9]1. The reactants are CO, CC(C)(C)OC(=O)N1CCC(Oc2ccnc(Nc3cc(-c4cnc(C5(O)CCC5)s4)cc([N+](=O)[O-])c3)n2)CC1. Yields the product CC(C)(C)OC(=O)N1CCC(Oc2ccnc(Nc3cc(N)cc(-c4cnc(C5(O)CCC5)s4)c3)n2)CC1. As a reaction SMILES: [CH3:41][OH:42].[OH:1][C:2]1([c:6]2[s:7][c:8](-[c:11]3[cH:12][c:13]([NH:20][c:21]4[n:22][cH:23][cH:24][c:25]([O:27][CH:28]5[CH2:29][CH2:30][N:31]([C:34](=[O:35])[O:36][C:37]([CH3:38])([CH3:39])[CH3:40])[CH2:32][CH2:33]5)[n:26]4)[cH:14][c:15]([N+:17]([O-:18])=[O:19])[cH:16]3)[cH:9][n:10]2)[CH2:3][CH2:4][CH2:5]1>>[OH:1][C:2]1([c:6]2[s:7][c:8](-[c:11]3[cH:12][c:13]([NH:20][c:21]4[n:22][cH:23][cH:24][c:25]([O:27][CH:28]5[CH2:29][CH2:30][N:31]([C:34](=[O:35])[O:36][C:37]([CH3:38])([CH3:39])[CH3:40])[CH2:32][CH2:33]5)[n:26]4)[cH:14][c:15]([NH2:17])[cH:16]3)[cH:9][n:10]2)[CH2:3][CH2:4][CH2:5]1. Reactants: CN1CCc2nc(Nc3cc(Br)cn(C)c3=O)ccc2C1, CC(=O)OCc1c(N2CCn3c(cc4c3CCCC4)C2=O)cc(F)cc1N1CCn2c(cc3c2CCCC3)C1=O, CC(=O)[O-], CC#N, [K+], [K+], [K+], [Na+], O, O=P([O-])([O-])[O-]. Product: CC(=O)OCc1c(-c2cc(Nc3ccc4c(n3)CCN(C)C4)c(=O)n(C)c2)cc(F)cc1N1CCn2c(cc3c2CCCC3)C1=O. As a reaction SMILES: [Br:1][c:2]1[cH:3][c:4]([NH:10][c:11]2[n:12][c:13]3[c:18]([cH:19][cH:20]2)[CH2:17][N:16]([CH3:21])[CH2:15][CH2:14]3)[c:5](=[O:9])[n:6]([CH3:8])[cH:7]1.[C:22]([CH3:23])(=[O:24])[O:25][CH2:26][c:27]1[c:28]([N:48]2[CH2:49][CH2:50][n:51]3[c:52]4[c:57]([cH:58][c:59]3[C:60]2=[O:61])[CH2:56][CH2:55][CH2:54][CH2:53]4)[cH:29][c:30]([F:47])[cH:31][c:32]1[N:33]1[C:34](=[O:46])[c:35]2[n:36]([c:37]3[c:42]([cH:43]2)[CH2:41][CH2:40][CH2:39][CH2:38]3)[CH2:44][CH2:45]1.[CH3:71][C:72](=[O:73])[O-:74].[CH3:76][C:77]#[N:78].[K+:67].[K+:68].[K+:69].[Na+:70].[OH2:75].[P:62]([O-:63])([O-:64])([O-:65])=[O:66]>>[c:2]1(-[c:28]2[c:27]([CH2:26][O:25][C:22]([CH3:23])=[O:24])[c:32]([N:33]3[C:34](=[O:46])[c:35]4[n:36]([c:37]5[c:42]([cH:43]4)[CH2:41][CH2:40][CH2:39][CH2:38]5)[CH2:44][CH2:45]3)[cH:31][c:30]([F:47])[cH:29]2)[cH:3][c:4]([NH:10][c:11]2[n:12][c:13]3[c:18]([cH:19][cH:20]2)[CH2:17][N:16]([CH3:21])[CH2:15][CH2:14]3)[c:5](=[O:9])[n:6]([CH3:8])[cH:7]1. Reactants: chlorides, ClC1=CC=C(C=C1)C1=CC(NC(=C1)C)=O (4-(4-chloro-phenyl)-6-methyl-1H-pyridin-2-one), P(=O)(Cl)(Cl)Cl (phosphoryl chloride). The product is ClC1=NC(=CC(=C1)C1=CC=C(C=C1)Cl)C (2-Chloro-4-(4-chloro-phenyl)-6-methyl-pyridine), solid. Isolated yield 75.0%. As a reaction SMILES: [Cl:1][C:2]1[CH:7]=[CH:6][C:5]([C:8]2[CH:13]=[C:12]([CH3:14])[NH:11][C:10](=O)[CH:9]=2)=[CH:4][CH:3]=1.P(Cl)(Cl)([Cl:18])=O>>[Cl:18][C:10]1[CH:9]=[C:8]([C:5]2[CH:6]=[CH:7][C:2]([Cl:1])=[CH:3][CH:4]=2)[CH:13]=[C:12]([CH3:14])[N:11]=1. Procedure: The title compound was prepared from 4-(4-chloro-phenyl)-6-methyl-1H-pyridin-2-one (15 g, 68 mmol) and phosphoryl chloride (31.1 mL, 341 mmol) according to the general procedure Ia to d preparation of chlorides. Obtained as a brown solid (12.3 g, 75%). MS (ISP) 238.1 [(M+H)+], 240 [(M+2+H)+] and 242 [(M+4+H)+]. Reactants: CN1N=CC(=C1)C=1C=NC2=CC=C(C=C2C1)CC(=O)O ([3-(1-methyl-1H-pyrazole-4-yl)-quinolin-6-yl]-acetic acid), S(=O)(Cl)Cl (thionyl chloride), CO (methanol). Conditions: temperature 60 celsius. Yields the product COC(CC=1C=C2C=C(C=NC2=CC1)C=1C=NN(C1)C)=O ([3-(1-Methyl-1H-pyrazol-4-yl)-quinolin-6-yl]-acetic acid methyl ester). Reaction SMILES: [CH3:1][N:2]1[CH:6]=[C:5]([C:7]2[CH:8]=[N:9][C:10]3[C:15]([CH:16]=2)=[CH:14][C:13]([CH2:17][C:18]([OH:20])=[O:19])=[CH:12][CH:11]=3)[CH:4]=[N:3]1.S(Cl)(Cl)=O.[CH3:25]O>>[CH3:25][O:19][C:18](=[O:20])[CH2:17][C:13]1[CH:14]=[C:15]2[C:10](=[CH:11][CH:12]=1)[N:9]=[CH:8][C:7]([C:5]1[CH:4]=[N:3][N:2]([CH3:1])[CH:6]=1)=[CH:16]2. Reported procedure: To a solution of [3-(1-methyl-1H-pyrazole-4-yl)-quinolin-6-yl]-acetic acid (2.4 g, 8.6 mmols) and methanol (12 mL) at 0° C. was added thionyl chloride (2 eq., 17.2 mmols) in a dropwise fashion. The reaction mixture was then heated to 60° C. for one hour. The solvent was removed under vacuum and used in the next step without further purification. MS m/z: 282 (M+H+). Reactants: CSC(N[N+](=O)[O-])=N (S-methyl-N-nitroisothiourea), C(C)(=O)OC(C)=O (acetic anhydride). The solvent is N1=CC=CC=C1 (pyridine). Conditions: time 10 minute. The product is C(C)(=O)NC(SC)=N[N+](=O)[O-] (N-acetyl-S-methyl-N'-nitroisothiourea). RXN SMILES: [CH3:1][S:2][C:3](=[NH:8])[NH:4][N+:5]([O-:7])=[O:6].[C:9](OC(=O)C)(=[O:11])[CH3:10]>N1C=CC=CC=1>[C:9]([NH:8][C:3](=[N:4][N+:5]([O-:7])=[O:6])[S:2][CH3:1])(=[O:11])[CH3:10]. Procedure: To a mixture of 5.0g of S-methyl-N-nitroisothiourea and 25ml of pyridine was dropwise added 11.3g of acetic anhydride at room temperature, taking for 10 minutes, followed by stirring for 5 hours at the same temperature. The reaction mixture was concentrated, and the residue was poured into 50ml of 2N-hydrochloric acid. The resulting solid was collected by filtration and dried to obtain 5.lg of N-acetyl-S-methyl-N'-nitroisothiourea. mp. 109-110° C. Starting materials: [Cl-].[NH4+] (Ammonium chloride), [H-].[Na+] (Sodium hydride), COC1=C(C=CC(=C1)OC)CN(C=1C2=C(N=C(N1)SCCC)N(N=N2)C2CC(C(C2O)O)CO[Si](C2=CC=CC=C2)(C2=CC=CC=C2)C(C)(C)C)C2C(C2)C2=CC=CC=C2 (5-[7-[N-(2,4-Dimethoxyphenylmethyl)-[(2-phenylcyclopropyl)amino]]-5-(propylthio)-3H-1,2,3-triazolo[4,5-d]pyrimidin-3-yl]-3-[[[(1,1-dimethylethyl)diphenylsilyl]oxy]methyl]-cyclopentane-1,2-diol), CI (methyl iodide). Run in CN(C)C=O (DMF). Run at time 4 hour. The product is COC1=C(C=CC(=C1)OC)CN(C=1C2=C(N=C(N1)SCCC)N(N=N2)C2CC(C(C2O)OC)CO[Si](C2=CC=CC=C2)(C2=CC=CC=C2)C(C)(C)C)C2C(C2)C2=CC=CC=C2 (5-[7-[N-(2,4-Dimethoxyphenylmethyl)-[(2-phenylcyclopropyl)amino]]-5-(propylthio)-3H-1,2,3-triazolo[4,5-d]pyrimidin-3-yl]-3-[[[(1,1-dimethylethyl)diphenylsilyl]oxy]methyl]-2-methoxy-cyclopentanol). Reaction SMILES: [H-].[Na+].[CH3:3][O:4][C:5]1[CH:10]=[C:9]([O:11][CH3:12])[CH:8]=[CH:7][C:6]=1[CH2:13][N:14]([CH:54]1[CH2:56][CH:55]1[C:57]1[CH:62]=[CH:61][CH:60]=[CH:59][CH:58]=1)[C:15]1[C:16]2[N:27]=[N:26][N:25]([CH:28]3[CH:32]([OH:33])[CH:31]([OH:34])[CH:30]([CH2:35][O:36][Si:37]([C:50]([CH3:53])([CH3:52])[CH3:51])([C:44]4[CH:49]=[CH:48][CH:47]=[CH:46][CH:45]=4)[C:38]4[CH:43]=[CH:42][CH:41]=[CH:40][CH:39]=4)[CH2:29]3)[C:17]=2[N:18]=[C:19]([S:21][CH2:22][CH2:23][CH3:24])[N:20]=1.[CH3:63]I.[Cl-].[NH4+]>CN(C=O)C>[CH3:3][O:4][C:5]1[CH:10]=[C:9]([O:11][CH3:12])[CH:8]=[CH:7][C:6]=1[CH2:13][N:14]([CH:54]1[CH2:56][CH:55]1[C:57]1[CH:58]=[CH:59][CH:60]=[CH:61][CH:62]=1)[C:15]1[C:16]2[N:27]=[N:26][N:25]([CH:28]3[CH:32]([OH:33])[CH:31]([O:34][CH3:63])[CH:30]([CH2:35][O:36][Si:37]([C:50]([CH3:52])([CH3:53])[CH3:51])([C:38]4[CH:39]=[CH:40][CH:41]=[CH:42][CH:43]=4)[C:44]4[CH:49]=[CH:48][CH:47]=[CH:46][CH:45]=4)[CH2:29]3)[C:17]=2[N:18]=[C:19]([S:21][CH2:22][CH2:23][CH3:24])[N:20]=1 |f:0.1,4.5|. Procedure: Sodium hydride (65.3 mg) was added to a solution of the diol from step (b) (1.23 g) and methyl iodide (0.13 ml) in DMF (4 ml) and the mixture was stirred for 4 h. Ammonium chloride solution was added and the mixture was extracted with ethyl acetate. The organic extracts were dried, concentrated and purified (SiO2, petrol:acetone 4:1 and petrol:ethyl acetate 2:1 as eluants) to give the subtitle compound (676 mg) as a 1:2.5 mixture with the regioisomeric [1R-[1α,2α,3β,5β(1R*,2S*)]]-3-[7-[N-(2,4-di...